This data is from the Open Reaction Database (ORD), a public repository of structured organic reaction records. The task is: describe an organic reaction: reactants, conditions, products, and yield Reactants: O=[N+]([O-])c1ccc(Oc2ccnc3cc(Br)sc23)c(F)c1, O=C([O-])O, CN(C)CCCOc1ccc(B2OC(C)(C)C(C)(C)O2)cn1, COCCOC, [Cs+], [F-], [Na+], O, c1ccc(P(c2ccccc2)(c2ccccc2)[Pd](P(c2ccccc2)(c2ccccc2)c2ccccc2)(P(c2ccccc2)(c2ccccc2)c2ccccc2)P(c2ccccc2)(c2ccccc2)c2ccccc2)cc1. The product is CN(C)CCCOc1ccc(-c2cc3nccc(Oc4ccc([N+](=O)[O-])cc4F)c3s2)cn1. RXN SMILES: [Br:1][c:2]1[cH:3][c:4]2[n:5][cH:6][cH:7][c:8]([O:11][c:12]3[c:13]([F:21])[cH:14][c:15]([N+:18](=[O:19])[O-:20])[cH:16][cH:17]3)[c:9]2[s:10]1.[C:46](=[O:47])([OH:48])[O-:49].[CH3:22][N:23]([CH2:24][CH2:25][CH2:26][O:27][c:28]1[n:29][cH:30][c:31]([B:34]2[O:35][C:36]([CH3:37])([CH3:38])[C:39]([CH3:40])([CH3:41])[O:42]2)[cH:32][cH:33]1)[CH3:43].[CH3:51][O:52][CH2:53][CH2:54][O:55][CH3:56].[Cs+:45].[F-:44].[Na+:50].[OH2:57].[cH:58]1[cH:59][cH:60][c:61]([P:62]([Pd:63]([P:64]([c:65]2[cH:66][cH:67][cH:68][cH:69][cH:70]2)([c:71]2[cH:72][cH:73][cH:74][cH:75][cH:76]2)[c:77]2[cH:78][cH:79][cH:80][cH:81][cH:82]2)([P:83]([c:84]2[cH:85][cH:86][cH:87][cH:88][cH:89]2)([c:90]2[cH:91][cH:92][cH:93][cH:94][cH:95]2)[c:96]2[cH:97][cH:98][cH:99][cH:100][cH:101]2)[P:102]([c:103]2[cH:104][cH:105][cH:106][cH:107][cH:108]2)([c:109]2[cH:110][cH:111][cH:112][cH:113][cH:114]2)[c:115]2[cH:116][cH:117][cH:118][cH:119][cH:120]2)([c:121]2[cH:122][cH:123][cH:124][cH:125][cH:126]2)[c:127]2[cH:128][cH:129][cH:130][cH:131][cH:132]2)[cH:133][cH:134]1>>[c:2]1(-[c:31]2[cH:30][n:29][c:28]([O:27][CH2:26][CH2:25][CH2:24][N:23]([CH3:22])[CH3:43])[cH:33][cH:32]2)[cH:3][c:4]2[n:5][cH:6][cH:7][c:8]([O:11][c:12]3[c:13]([F:21])[cH:14][c:15]([N+:18](=[O:19])[O-:20])[cH:16][cH:17]3)[c:9]2[s:10]1. Starting materials: COc1ccccc1-c1ccc(S(=O)(=O)Nc2cc(C)no2)cc1, O=C1CCC(=O)N1Br. Yields the product COc1ccccc1-c1ccc(S(=O)(=O)Nc2onc(C)c2Br)cc1. As a reaction SMILES: [CH3:1][c:2]1[n:3][o:4][c:5]([NH:7][S:8](=[O:9])(=[O:10])[c:11]2[cH:12][cH:13][c:14](-[c:17]3[c:18]([O:23][CH3:24])[cH:19][cH:20][cH:21][cH:22]3)[cH:15][cH:16]2)[cH:6]1.[O:25]=[C:26]1[N:27]([Br:32])[C:28](=[O:29])[CH2:30][CH2:31]1>>[CH3:1][c:2]1[n:3][o:4][c:5]([NH:7][S:8](=[O:9])(=[O:10])[c:11]2[cH:12][cH:13][c:14](-[c:17]3[c:18]([O:23][CH3:24])[cH:19][cH:20][cH:21][cH:22]3)[cH:15][cH:16]2)[c:6]1[Br:32]. The reactants are COc1ccc(-c2nc(COc3ccc(F)c(C(N)=O)c3F)sc2Br)cc1, CC(=O)O, [Na+], [OH-], O. Product: COc1ccc(-c2csc(COc3ccc(F)c(C(N)=O)c3F)n2)cc1. As a reaction SMILES: [Br:1][c:2]1[c:3](-[c:20]2[cH:21][cH:22][c:23]([O:26][CH3:27])[cH:24][cH:25]2)[n:4][c:5]([CH2:7][O:8][c:9]2[c:10]([F:19])[c:11]([C:12](=[O:13])[NH2:14])[c:15]([F:18])[cH:16][cH:17]2)[s:6]1.[CH3:31][C:32](=[O:33])[OH:34].[Na+:30].[OH-:29].[OH2:28]>>[cH:2]1[c:3](-[c:20]2[cH:21][cH:22][c:23]([O:26][CH3:27])[cH:24][cH:25]2)[n:4][c:5]([CH2:7][O:8][c:9]2[c:10]([F:19])[c:11]([C:12](=[O:13])[NH2:14])[c:15]([F:18])[cH:16][cH:17]2)[s:6]1. Starting materials: CCc1nc2c(C)ccnc2n1Cc1ccc(NCC2CCN(C(=O)OC(C)(C)C)CC2)cc1, CCOC(C)=O, ClC(Cl)Cl, Cl, [Na+], [OH-]. Yields the product CCc1nc2c(C)ccnc2n1Cc1ccc(NCC2CCNCC2)cc1. RXN SMILES: [C:1]([O:2][C:3](=[O:4])[N:8]1[CH2:9][CH2:10][CH:11]([CH2:14][NH:15][c:16]2[cH:17][cH:18][c:19]([CH2:22][n:23]3[c:24]([CH2:33][CH3:34])[n:25][c:26]4[c:27]3[n:28][cH:29][cH:30][c:31]4[CH3:32])[cH:20][cH:21]2)[CH2:12][CH2:13]1)([CH3:5])([CH3:6])[CH3:7].[C:35]([O:36][CH2:37][CH3:38])(=[O:39])[CH3:40].[CH:44]([Cl:45])([Cl:46])[Cl:47].[ClH:41].[Na+:43].[OH-:42]>>[NH:8]1[CH2:9][CH2:10][CH:11]([CH2:14][NH:15][c:16]2[cH:17][cH:18][c:19]([CH2:22][n:23]3[c:24]([CH2:33][CH3:34])[n:25][c:26]4[c:27]3[n:28][cH:29][cH:30][c:31]4[CH3:32])[cH:20][cH:21]2)[CH2:12][CH2:13]1. Reactants: CC1=CC2=C3C4=CC=CC=C4C(=C2C=C1)C(C3O)O (2-methyl-11,12-dihydroxy-9,10-ethano-anthracene), C(C)(=O)[O-].C(C)(=O)[O-].C(C)(=O)[O-].C(C)(=O)[O-].[Pb+4] (lead tetraacetate), starch iodide. Reaction SMILES: [CH3:1][C:2]1[CH:15]=[CH:14][C:13]2[C:4](=[C:5]3[CH:17]([OH:18])[CH:16]([OH:19])[C:12]=2[C:11]2[C:6]3=[CH:7][CH:8]=[CH:9][CH:10]=2)[CH:3]=1.C([O-])(=O)C.C([O-])(=O)C.C([O-])(=O)C.C([O-])(=O)C.[Pb+4]>C(O)(=O)C>[CH3:1][C:2]1[CH:15]=[CH:14][C:13]2[C:4](=[C:5]([CH:17]=[O:18])[C:6]3[C:11]([C:12]=2[CH:16]=[O:19])=[CH:10][CH:9]=[CH:8][CH:7]=3)[CH:3]=1 |f:1.2.3.4.5|. Run at time 2.5 hour. Reported procedure: A mixture of isomers of 2-methyl-11,12-dihydroxy-9,10-ethano-anthracene weighing 2.1 g. is dissolved in 45 ml. of glacial acetic acid and is treated at room temperature with 7.45 g. of lead tetraacetate until a starch-iodide test is positive. After 2-3 hours at room temperature followed by cooling there is deposited orange crystals, which are collected by filtration and recrystallized from methylene chloride-methanol giving 1.1 g. of orange crystals melting at 162°-164° C. Solvent: C(C)(=O)O (acetic acid). Yields the product CC1=CC2=C(C3=CC=CC=C3C(=C2C=C1)C=O)C=O (2-Methyl-9,10-anthracenedicarboxaldehyde). Reactants: SC=1NC(C2=C(N1)NC=C2)=O (2-mercapto-7H-pyrrolo[2,3-d]pyrimidin-4(3H)-one), C[O-].[Na+].CO (sodium methoxide methanol). The reagents and catalysts are [Ni] (Raney nickel). Run in CO (methanol). Conditions: temperature 50 celsius. The product is N1=CNC(C2=C1NC=C2)=O (7H-Pyrrolo[2,3-d]pyrimidin-4(3H)-one). Isolated yield 66.5%. Reaction SMILES: S[C:2]1[NH:3][C:4](=[O:11])[C:5]2[CH:10]=[CH:9][NH:8][C:6]=2[N:7]=1.C[O-].[Na+].CO>CO.[Ni]>[N:7]1[C:6]2[NH:8][CH:9]=[CH:10][C:5]=2[C:4](=[O:11])[NH:3][CH:2]=1 |f:1.2.3|. Procedure: In methanol (714 ml) was suspended 2-mercapto-7H-pyrrolo[2,3-d]pyrimidin-4(3H)-one (15.06 g) followed by addition of 28% sodium methoxide/methanol (18.4 ml). While this solution was stirred at 50° C., Raney nickel was added until disappearance of the starting compound had been verified by TLC. The catalyst was then filtered off and the filtrate was neutralized with 1N-HCl (90 ml). The solvent was then distilled off under reduced pressure and the resulting precipitate was collected by filtration,... Reactants: ClC1=CC(=C(C=C1)NC(=O)N1C=NC=C1)C(C1=CC=C(C=C1)Br)=O (N-[4-chloro-2-(4-bromobenzoyl)phenyl]-1H-imidazole-1-carboxamide), FC(CN)(F)F (2,2,2-trifluoroethylamine). Solvent: C1CCOC1 (THF). Conditions: temperature 50 celsius, time 19 hour. Yields the product ClC=1C=C2C(N(C(NC2=CC1)=O)CC(F)(F)F)(O)C1=CC=C(C=C1)Br (6-chloro-4-(4-bromophenyl)-4-hydroxy-3-(2,2,2-trifluoroethyl)-3,4-dihydroquinazolin-2(1H)-one). As a reaction SMILES: [Cl:1][C:2]1[CH:7]=[CH:6][C:5]([NH:8][C:9](N2C=CN=C2)=[O:10])=[C:4]([C:16](=[O:24])[C:17]2[CH:22]=[CH:21][C:20]([Br:23])=[CH:19][CH:18]=2)[CH:3]=1.[F:25][C:26]([F:30])([F:29])[CH2:27][NH2:28]>C1COCC1>[Cl:1][C:2]1[CH:3]=[C:4]2[C:5](=[CH:6][CH:7]=1)[NH:8][C:9](=[O:10])[N:28]([CH2:27][C:26]([F:30])([F:29])[F:25])[C:16]2([C:17]1[CH:22]=[CH:21][C:20]([Br:23])=[CH:19][CH:18]=1)[OH:24]. Procedure: To a solution of N-[4-chloro-2-(4-bromobenzoyl)phenyl]-1H-imidazole-1-carboxamide (4.0 g, 9.9 mmol) in THF (20 mL) was added 2,2,2-trifluoroethylamine (1.1 g, 10.9 mmol). The reaction was heated to 50° C. After 19 h at 50° C., the reaction was cooled to ambient temperature and concentrated in vacuo. The light yellow foam was partitioned between n-butyl chloride (15 mL) and aqueous 10% citric acid (15 mL) with vigorous stirring. The resulting precipitate was collected by vacuum filtration to give... The reactants are C(C1=CC=CC=C1)OC1=C(C=C(C=C1)Cl)B(O)O (2-benzyloxy-5-chlorophenylboronic acid), C(#N)C=1C=C(CBr)C=CC1 (3-cyanobenzyl bromide), C([O-])([O-])=O.[Na+].[Na+] (sodium carbonate). The reagents and catalysts are C=1C=CC(=CC1)[P](C=2C=CC=CC2)(C=3C=CC=CC3)[Pd]([P](C=4C=CC=CC4)(C=5C=CC=CC5)C=6C=CC=CC6)([P](C=7C=CC=CC7)(C=8C=CC=CC8)C=9C=CC=CC9)[P](C=1C=CC=CC1)(C=1C=CC=CC1)C=1C=CC=CC1 (tetrakis(triphenylphosphine)palladium). Run in COCCOC (ethylene glycol dimethyl ether). Reaction conditions: temperature 80 celsius. The product is C(C1=CC=CC=C1)OC1=C(CC=2C=C(C#N)C=CC2)C=C(C=C1)Cl (3-[2-(Benzyloxy)-5-chlorobenzyl]benzonitrile). Reaction SMILES: [CH2:1]([O:8][C:9]1[CH:14]=[CH:13][C:12]([Cl:15])=[CH:11][C:10]=1B(O)O)[C:2]1[CH:7]=[CH:6][CH:5]=[CH:4][CH:3]=1.[C:19]([C:21]1[CH:22]=[C:23]([CH:26]=[CH:27][CH:28]=1)[CH2:24]Br)#[N:20].C(=O)([O-])[O-].[Na+].[Na+]>COCCOC.C1C=CC([P]([Pd]([P](C2C=CC=CC=2)(C2C=CC=CC=2)C2C=CC=CC=2)([P](C2C=CC=CC=2)(C2C=CC=CC=2)C2C=CC=CC=2)[P](C2C=CC=CC=2)(C2C=CC=CC=2)C2C=CC=CC=2)(C2C=CC=CC=2)C2C=CC=CC=2)=CC=1>[CH2:1]([O:8][C:9]1[CH:14]=[CH:13][C:12]([Cl:15])=[CH:11][C:10]=1[CH2:24][C:23]1[CH:22]=[C:21]([CH:28]=[CH:27][CH:26]=1)[C:19]#[N:20])[C:2]1[CH:7]=[CH:6][CH:5]=[CH:4][CH:3]=1 |f:2.3.4,^1:44,46,65,84|. Reported procedure: A mixture of 2-benzyloxy-5-chlorophenylboronic acid (2.1 g), 3-cyanobenzyl bromide (1.57 g), sodium carbonate (1.7 g) and tetrakis(triphenylphosphine)palladium (0) (0.46 g) in ethylene glycol dimethyl ether (30 ml) was heated at 80° C. for 5 h. The mixture was cooled, partitioned between water/diethylether, the organics separated, dried and evaporated under reduced pressure. The residue was purified by chromatography on silica eluting with 5% ethylacetate/isohexane, yield 0.53 g. Starting materials: BrC=1C(=C2C(=NC1)NC(=N2)C2=CC=C(C=C2)N(C)C)N2CCN(CC2)C(=O)NC2=CC=CC=C2 (4-(6-bromo-2-(4-(dimethylamino)phenyl)-3H-imidazo[4,5-b]pyridin-7-yl)-N-phenylpiperazine-1-carboxamide), COC1=CC=C(C=C1)C=O (4-methoxybenzene carboxaldehyde), BrC=1C(=C(C(=NC1)N)[N+](=O)[O-])N1CCN(CC1)CC=1C(=NOC1C)C (5-bromo-4-(4-((3,5-dimethylisoxazol-4-yl)methyl)piperazin-1-yl)-3-nitropyridin-2-amine), [O-]S(=O)S(=O)[O-].[Na+].[Na+] (Na2S2O4). Solvent: C(C)O (ethanol), CN(C)C=O (DMF). Run at time 6 hour. Product: BrC=1C(=C2C(=NC1)NC(=N2)C2=CC=C(C=C2)OC)N2CCN(CC2)CC=2C(=NOC2C)C (4-((4-(6-Bromo-2-(4-methoxyphenyl)-3H-imidazo[4,5-b]pyridin-7-yl)piperazin-1-yl)methyl)-3,5-dimethylisoxazole). Isolated yield 41.0%. As a reaction SMILES: BrC1C(N2CCN(C(NC3C=CC=CC=3)=O)CC2)=C2N=C(C3C=CC(N(C)C)=CC=3)NC2=NC=1.[Br:35][C:36]1[C:37]([N:46]2[CH2:51][CH2:50][N:49]([CH2:52][C:53]3[C:54]([CH3:59])=[N:55][O:56][C:57]=3[CH3:58])[CH2:48][CH2:47]2)=[C:38]([N+:43]([O-])=O)[C:39]([NH2:42])=[N:40][CH:41]=1.[O-]S(S([O-])=O)=O.[Na+].[Na+].[CH3:68][O:69][C:70]1[CH:75]=[CH:74][C:73]([CH:76]=O)=[CH:72][CH:71]=1>C(O)C.CN(C=O)C>[Br:35][C:36]1[C:37]([N:46]2[CH2:51][CH2:50][N:49]([CH2:52][C:53]3[C:54]([CH3:59])=[N:55][O:56][C:57]=3[CH3:58])[CH2:48][CH2:47]2)=[C:38]2[N:43]=[C:76]([C:73]3[CH:74]=[CH:75][C:70]([O:69][CH3:68])=[CH:71][CH:72]=3)[NH:42][C:39]2=[N:40][CH:41]=1 |f:2.3.4|. Reported procedure: This was prepared using the same procedure as for 4-(6-bromo-2-(4-(dimethylamino)phenyl)-3H-imidazo[4,5-b]pyridin-7-yl)-N-phenylpiperazine-1-carboxamide, but here using 5-bromo-4-(4-((3,5-dimethylisoxazol-4-yl)methyl)piperazin-1-yl)-3-nitropyridin-2-amine (20 mg, 0.049 mmol), DMF (0.15 mL), ethanol (0.85 mL), 1M Na2S2O4 (3 eq, 0.14 mmol, 0.14 mL) and 4-methoxybenzene carboxaldehyde (1.1 eq, 0.053 mmol, 7 mg). After 6 h, concentration in vacuo and purification by preparative tlc (CH2Cl2-MeOH, 95:... Reactants: ClC=1C=C(C=CC1)N1N=CC(=C(C1=O)Br)Br (2-(3-Chlorophenyl)-4,5-dibromo-3(2H)-pyridazinone), CC(CO)C (2-methyl-1-propanol). Product: ClC=1C=C(C=CC1)N1N=CC(=C(C1=O)OCC(C)C)Br (2-(3-Chlorophenyl)-4-(2-methylpropoxy)-5-bromo-3(2H)-pyridazinone). Procedure: The title compound was prepared according to the method of Example 194B, starting with 2-(3-chlorophenyl)-4,5-dibromo-3(2H)-pyridazinone (Example 207A) in place of 2-(4-fluorophenyl)-4,5-dibromo-3(2H)-pyridazinone and substituting 2-methyl-1-propanol in place of methanol. As a reaction SMILES: [Cl:1][C:2]1[CH:3]=[C:4]([N:8]2[C:13](=[O:14])[C:12](Br)=[C:11]([Br:16])[CH:10]=[N:9]2)[CH:5]=[CH:6][CH:7]=1.[CH3:17][CH:18]([CH3:21])[CH2:19][OH:20]>>[Cl:1][C:2]1[CH:3]=[C:4]([N:8]2[C:13](=[O:14])[C:12]([O:20][CH2:19][CH:18]([CH3:21])[CH3:17])=[C:11]([Br:16])[CH:10]=[N:9]2)[CH:5]=[CH:6][CH:7]=1.